From a dataset of the Open Reaction Database (ORD), a public repository of structured organic reaction records. describe an organic reaction: reactants, conditions, products, and yield The reactants are 11.0, C(C)OP(OCC)[O-] (diethylphosphite), C(C)OC(=O)N=C=O (ethoxycarbonyl isocyanate). The reagents and catalysts are C(C)N(CC)CC (triethyl amine). Run in C(Cl)Cl (methylene chloride). The product is C(C)OP(=O)(OCC)C(=O)NC(OCC)=O (ethyl N-(diethylphosphonocarbonyl)carbamate). Reaction SMILES: [CH2:1]([O:3][P:4]([O-:8])[O:5][CH2:6][CH3:7])[CH3:2].[CH2:9]([O:11][C:12]([N:14]=[C:15]=[O:16])=[O:13])[CH3:10]>C(N(CC)CC)C.C(Cl)Cl>[CH2:1]([O:3][P:4]([C:15]([NH:14][C:12](=[O:13])[O:11][CH2:9][CH3:10])=[O:16])([O:5][CH2:6][CH3:7])=[O:8])[CH3:2]. Reported procedure: To a solution of 11.0 parts of diethylphosphite in 175 parts of methylene chloride and 4 drops of triethyl amine was added 10.0 parts of ethoxycarbonyl isocyanate. The solution was refluxed for 3 hours. Removing the solvent under reduced pressure left 18.5 parts of colorless oil which partially crystallized. The crystals were washed with cyclohexane to give 7.3 parts of ethyl N-(diethylphosphonocarbonyl)carbamate, m.p. 57°-64°, The proton nmr spectrum was consistent with this structure. (δNH = 1...